The task is: describe an organic reaction: reactants, conditions, products, and yield. This data is from the Open Reaction Database (ORD), a public repository of structured organic reaction records. Isolated yield 72.0%. Reagents/catalysts: N1CCCCC1 (piperidine). Procedure: A mixture of 4-(3-chloro-4-fluoro-phenylamino)-7-methyl-5,7-dihydro-pyrrolo[2,3-d]pyrimidin-6-one (80 mg, 0.27 mmol), 3-methyl-5-(4-methyl-piperazine-1-carbonyl)-1H-pyrrole-2-carbaldehyde (1.2 equiv.) and piperidine (1 drop) in ethanol (2 mL) was stirred at 90° C. for 2 hours. The reaction was diluted with water and the precipitate was collected by vacuum filtration, washed with water, ethyl acetate and hexane and dried to give 120.5 mg (72%) of the title compound. 1H NMR (300 MHz, DMSO-d6) δ 13... As a reaction SMILES: [Cl:1][C:2]1[CH:3]=[C:4]([NH:9][C:10]2[C:11]3[CH2:18][C:17](=[O:19])[N:16]([CH3:20])[C:12]=3[N:13]=[CH:14][N:15]=2)[CH:5]=[CH:6][C:7]=1[F:8].[CH3:21][C:22]1[CH:26]=[C:25]([C:27]([N:29]2[CH2:34][CH2:33][N:32]([CH3:35])[CH2:31][CH2:30]2)=[O:28])[NH:24][C:23]=1[CH:36]=O>N1CCCCC1.C(O)C.O>[Cl:1][C:2]1[CH:3]=[C:4]([NH:9][C:10]2[C:11]3[C:18](=[CH:36][C:23]4[NH:24][C:25]([C:27]([N:29]5[CH2:30][CH2:31][N:32]([CH3:35])[CH2:33][CH2:34]5)=[O:28])=[CH:26][C:22]=4[CH3:21])[C:17](=[O:19])[N:16]([CH3:20])[C:12]=3[N:13]=[CH:14][N:15]=2)[CH:5]=[CH:6][C:7]=1[F:8]. The product is ClC=1C=C(C=CC1F)NC=1C2=C(N=CN1)N(C(C2=CC=2NC(=CC2C)C(=O)N2CCN(CC2)C)=O)C (4-(3-Chloro-4-fluoro-phenylamino)-7-methyl-5-[3-methyl-5-(4-methyl-piperazine-1-carbonyl)-1H-pyrrol-2-yl-methylene]-5,7-dihydro-pyrrolo[2,3-D]pyrimidin-6-one). Run in C(C)O (ethanol), O (water). Conditions: temperature 90 celsius, time 2 hour. Reactants: ClC=1C=C(C=CC1F)NC=1C2=C(N=CN1)N(C(C2)=O)C (4-(3-chloro-4-fluoro-phenylamino)-7-methyl-5,7-dihydro-pyrrolo[2,3-d]pyrimidin-6-one), CC1=C(NC(=C1)C(=O)N1CCN(CC1)C)C=O (3-methyl-5-(4-methyl-piperazine-1-carbonyl)-1H-pyrrole-2-carbaldehyde). Reactants: CC(C)(C)N, CS(=O)(=O)OCCCC#Cc1cccs1. Product: CC(C)(C)NCCCC#Cc1cccs1. As a reaction SMILES: [C:16]([CH3:17])([CH3:18])([CH3:19])[NH2:20].[CH3:1][S:2]([O:3][CH2:6][CH2:7][CH2:8][C:9]#[C:10][c:11]1[s:12][cH:13][cH:14][cH:15]1)(=[O:4])=[O:5]>>[CH2:6]([CH2:7][CH2:8][C:9]#[C:10][c:11]1[s:12][cH:13][cH:14][cH:15]1)[NH:20][C:16]([CH3:17])([CH3:18])[CH3:19]. The reactants are ClCCCOC=1C=C2C=CC(NC2=CC1)=O (6-(3-Chloropropoxy)carbostyril), solution, CN (methylamine). The solvent is CO (methanol). Conditions: temperature 100 celsius, time 8 hour. The product is CNCCCOC=1C=C2C=CC(NC2=CC1)=O (6-(3-methylaminopropoxy)carbostyril). RXN SMILES: Cl[CH2:2][CH2:3][CH2:4][O:5][C:6]1[CH:7]=[C:8]2[C:13](=[CH:14][CH:15]=1)[NH:12][C:11](=[O:16])[CH:10]=[CH:9]2.[CH3:17][NH2:18]>CO>[CH3:17][NH:18][CH2:2][CH2:3][CH2:4][O:5][C:6]1[CH:7]=[C:8]2[C:13](=[CH:14][CH:15]=1)[NH:12][C:11](=[O:16])[CH:10]=[CH:9]2. Procedure: 6-(3-Chloropropoxy)carbostyril (20 g) is added into a 40% solution of methylamine in methanol (200 ml), and the mixture is heated with stirring at 100° C. overnight in a sealed tube. The mixture is concentrated under reduced pressure to remove the solvent, and the precipitated crystals are washed with a mixture of chloroform-diethyl ether, purified by silica gel column chromatography (solvent; methylene chloride:methanol:aqueous ammonia=50:10:1), and recrystallized from chloroform-diethyl ether ... Starting materials: FC1=CC(=C(C(=O)NC(C(=O)O)C=C)C=C1)C(F)(F)F (2-(4-fluoro-2-trifluoromethylbenzoylamino)but-3-enoic acid), CO (methanol), S(=O)(Cl)Cl (thionyl chloride). Reaction conditions: time 3 day. Product: FC1=CC(=C(C(=O)NC(C(=O)OC)C=C)C=C1)C(F)(F)F (Methyl 2-(4-fluoro-2-trifluoromethylbenzoylamino)-but-3-enoate). Yield: 100.0%. Reaction SMILES: [F:1][C:2]1[CH:16]=[CH:15][C:5]([C:6]([NH:8][CH:9]([CH:13]=[CH2:14])[C:10]([OH:12])=[O:11])=[O:7])=[C:4]([C:17]([F:20])([F:19])[F:18])[CH:3]=1.S(Cl)(Cl)=O.[CH3:25]O>>[F:1][C:2]1[CH:16]=[CH:15][C:5]([C:6]([NH:8][CH:9]([CH:13]=[CH2:14])[C:10]([O:12][CH3:25])=[O:11])=[O:7])=[C:4]([C:17]([F:18])([F:19])[F:20])[CH:3]=1. Procedure: 25 g (90.3 mmol) of 2-(4-fluoro-2-trifluoromethylbenzoylamino)but-3-enoic acid were dissolved in methanol, and 9.9 g (82.8 mmol) of thionyl chloride were added dropwise over a period of 30 min. The solution was stirred at RT for three days. Removal of the solvent gave 25.2 g of product (100% of theory) of the title compound as a colorless solid. The reactants are ( c ), ( d ), C(C1=CC=CC=C1)OC(=O)C(CS(=O)(=O)C(C(=O)Cl)(C)C)CC1=CC=CC=C1 ((RS)-2-[[2-[(benzyloxy)carbonyl]-3-phenylpropyl]sulfonyl]-2-methylpropionyl chloride), CC1CNCC(O1)C (2,6-dimethylmorpholine). Run in N1=CC=CC=C1 (pyridine). The product is C[C@@H]1O[C@@H](CN(C1)C(=O)C(C)(C)S(=O)(=O)CC(C(=O)OCC1=CC=CC=C1)CC1=CC=CC=C1)C (benzyl (RS)-α-[[[1-[(cis-2,6-dimethylmorpholino)carbonyl]-1-methylethyl]sulfonyl]methyl]hydrocinnamate). RXN SMILES: [CH2:1]([O:8][C:9]([CH:11]([CH2:22][C:23]1[CH:28]=[CH:27][CH:26]=[CH:25][CH:24]=1)[CH2:12][S:13]([C:16]([CH3:21])([CH3:20])[C:17](Cl)=[O:18])(=[O:15])=[O:14])=[O:10])[C:2]1[CH:7]=[CH:6][CH:5]=[CH:4][CH:3]=1.[CH3:29][CH:30]1[O:35][CH:34]([CH3:36])[CH2:33][NH:32][CH2:31]1>N1C=CC=CC=1>[CH3:36][C@H:34]1[CH2:33][N:32]([C:17]([C:16]([S:13]([CH2:12][CH:11]([CH2:22][C:23]2[CH:28]=[CH:27][CH:26]=[CH:25][CH:24]=2)[C:9]([O:8][CH2:1][C:2]2[CH:7]=[CH:6][CH:5]=[CH:4][CH:3]=2)=[O:10])(=[O:15])=[O:14])([CH3:21])[CH3:20])=[O:18])[CH2:31][C@@H:30]([CH3:29])[O:35]1. Procedure: In an analogous manner to that described in Example 2, paragraphs (c) and (d), by the reaction of (RS)-2-[[2-[(benzyloxy)carbonyl]-3-phenylpropyl]sulfonyl]-2-methylpropionyl chloride with 2,6-dimethylmorpholine in pyridine followed by chromatographic separation of the resulting diastereomers there was obtained benzyl (RS)-α-[[[1-[(cis-2,6-dimethylmorpholino)carbonyl]-1-methylethyl]sulfonyl]methyl]hydrocinnamate, MS: 501 (M)+, as a colourless oil. Reactants: [Al], O=C(O)CCc1c(Br)cc(Br)nc1-c1ccccc1Cl, C[Si](C)(C)C=[N+]=[N-], C[Al](C)C, Cc1ccccc1, Nc1ccccc1Cl, ClCCl, Cl, O. The product is O=C(CCc1c(Br)cc(Br)nc1-c1ccccc1Cl)Nc1ccccc1Cl. As a reaction SMILES: [Al:41].[Br:1][c:2]1[c:3]([CH2:16][CH2:17][C:18](=[O:19])[OH:20])[c:4](-[c:9]2[c:10]([Cl:15])[cH:11][cH:12][cH:13][cH:14]2)[n:5][c:6]([Br:8])[cH:7]1.[CH3:21][Si:22]([CH:23]=[N+:24]=[N-:25])([CH3:26])[CH3:27].[CH3:28][Al:29]([CH3:30])[CH3:31].[CH3:42][c:43]1[cH:44][cH:45][cH:46][cH:47][cH:48]1.[Cl:32][c:33]1[c:34]([NH2:35])[cH:36][cH:37][cH:38][cH:39]1.[Cl:49][CH2:50][Cl:51].[ClH:40].[OH2:52]>>[Br:1][c:2]1[c:3]([CH2:16][CH2:17][C:18](=[O:20])[NH:35][c:34]2[c:33]([Cl:32])[cH:39][cH:38][cH:37][cH:36]2)[c:4](-[c:9]2[c:10]([Cl:15])[cH:11][cH:12][cH:13][cH:14]2)[n:5][c:6]([Br:8])[cH:7]1. The reactants are CC(=O)Oc1ccc2c(c1)CCC1C2CCC2(C)C(O)CCC12, CS(=O)(=O)Cl, O, c1ccncc1. Yields the product CC(=O)Oc1ccc2c(c1)CCC1C2CCC2(C)C(OS(C)(=O)=O)CCC12. Reaction SMILES: [C:1]([CH3:2])(=[O:3])[O:4][c:5]1[cH:6][c:7]2[c:20]([cH:21][cH:22]1)[CH:19]1[CH:10]([CH2:9][CH2:8]2)[CH:11]2[CH2:12][CH2:13][CH:14]([OH:23])[C:15]2([CH3:16])[CH2:17][CH2:18]1.[CH3:24][S:25]([Cl:26])(=[O:27])=[O:28].[OH2:35].[cH:29]1[cH:30][cH:31][n:32][cH:33][cH:34]1>>[C:1]([CH3:2])(=[O:3])[O:4][c:5]1[cH:6][c:7]2[c:20]([cH:21][cH:22]1)[CH:19]1[CH:10]([CH2:9][CH2:8]2)[CH:11]2[CH2:12][CH2:13][CH:14]([O:23][S:25]([CH3:24])(=[O:27])=[O:28])[C:15]2([CH3:16])[CH2:17][CH2:18]1.